This data is from the Open Reaction Database (ORD), a public repository of structured organic reaction records. The task is: describe an organic reaction: reactants, conditions, products, and yield Reactants: [BH4-].[Na+] (NaBH4), ClC=1C(=CC2=C(NC(=N2)OC=2C=CC(=C(C(=O)O)C2)C)C1)C=1C=C2C=CN(C2=CC1)CCO (5-({6-chloro-5-[1-(2-hydroxyethyl)-1H-indol-5-yl]-1H-benzimidazol-2-yl}oxy)-2-methylbenzoic acid). Solvent: CC(=O)O (AcOH). Product: ClC=1C(=CC2=C(NC(=N2)OC=2C=CC(=C(C(=O)O)C2)C)C1)C=1C=C2CCN(C2=CC1)CCO (5-({6-chloro-5-[1-(2-hydroxyethyl)-2,3-dihydro-1H-indol-5-yl]-1 H-benzimidazol-2-yl}oxy)-2-methylbenzoic acid). Reaction SMILES: [BH4-].[Na+].[Cl:3][C:4]1[C:5]([C:24]2[CH:25]=[C:26]3[C:30](=[CH:31][CH:32]=2)[N:29]([CH2:33][CH2:34][OH:35])[CH:28]=[CH:27]3)=[CH:6][C:7]2[N:11]=[C:10]([O:12][C:13]3[CH:14]=[CH:15][C:16]([CH3:22])=[C:17]([CH:21]=3)[C:18]([OH:20])=[O:19])[NH:9][C:8]=2[CH:23]=1>CC(O)=O>[Cl:3][C:4]1[C:5]([C:24]2[CH:25]=[C:26]3[C:30](=[CH:31][CH:32]=2)[N:29]([CH2:33][CH2:34][OH:35])[CH2:28][CH2:27]3)=[CH:6][C:7]2[N:11]=[C:10]([O:12][C:13]3[CH:14]=[CH:15][C:16]([CH3:22])=[C:17]([CH:21]=3)[C:18]([OH:20])=[O:19])[NH:9][C:8]=2[CH:23]=1 |f:0.1|. Reported procedure: NaBH4 (22 mg, 0.585 mmol) was added to a solution of 5-({6-chloro-5-[1-(2-hydroxyethyl)-1H-indol-5-yl]-1H-benzimidazol-2-yl}oxy)-2-methylbenzoic acid (30 mg, 0.065 mmol, Example 263) in AcOH (1 mL). The reaction was maintained overnight at ambient temperature, quenched with 2 N aqueous HCl and concentrated. The residue was partitioned between EtOAc and H2O. The aqueous phase was extracted with EtOAc. The combined organic layers were washed with brine, dried (MgSO4), filtered and concentrated. Pu... Product: S([C@@H]1[C@@H](O)[C@@H](O)[C@H](O)[C@H](O1)CO)CCCCCCO[C@@H]1CC2=CC[C@H]3[C@@H]4CC[C@H](C(C)O)[C@]4(CC[C@@H]3[C@]2(CC1)C)C (6-(Pregn-5-en-20-ol-3β-yloxy)hexyl 1-thio-α-D-mannopyranoside). RXN SMILES: [BH4-].[Na+].[S:3]([CH2:15][CH2:16][CH2:17][CH2:18][CH2:19][CH2:20][O:21][C@H:22]1[CH2:41][CH2:40][C@@:39]2([CH3:42])[C:24](=[CH:25][CH2:26][C@@H:27]3[C@@H:38]2[CH2:37][CH2:36][C@@:35]2([CH3:43])[C@H:28]3[CH2:29][CH2:30][C@@H:31]2[C:32](=[O:34])[CH3:33])[CH2:23]1)[C@@H:4]1[O:12][C@H:11]([CH2:13][OH:14])[C@@H:9]([OH:10])[C@H:7]([OH:8])[C@@H:5]1[OH:6].C(O)(=O)C.C(Cl)(Cl)Cl>C(O)C>[S:3]([CH2:15][CH2:16][CH2:17][CH2:18][CH2:19][CH2:20][O:21][C@H:22]1[CH2:41][CH2:40][C@@:39]2([CH3:42])[C:24](=[CH:25][CH2:26][C@@H:27]3[C@@H:38]2[CH2:37][CH2:36][C@@:35]2([CH3:43])[C@H:28]3[CH2:29][CH2:30][C@@H:31]2[CH:32]([OH:34])[CH3:33])[CH2:23]1)[C@H:4]1[O:12][C@H:11]([CH2:13][OH:14])[C@@H:9]([OH:10])[C@H:7]([OH:8])[C@@H:5]1[OH:6] |f:0.1|. Run at time 4 hour. Procedure details: Sodium borohydride (60 mg) was added to a solution of 6-(pregn-5-en-20-one-3β-yloxy)hexyl 1-thio-β-D-mannopyranoside (250 mg) in absolute ethanol (7 ml). After stirring at room temperature for 4 hours, the solution was cooled and glacial acetic acid (10 ml) was slowly added. The solution was added to chloroform (100 ml) and successively washed with water (3 ×), 1N sodium bicarbonate (2 ×), and water (1 ×) and dried over anhydrous sodium sulfate. The solvent was removed by rotoevaporation to give... The reactants are C(Cl)(Cl)Cl (chloroform), [BH4-].[Na+] (Sodium borohydride), S([C@H]1[C@@H](O)[C@@H](O)[C@H](O)[C@H](O1)CO)CCCCCCO[C@@H]1CC2=CC[C@H]3[C@@H]4CC[C@H](C(C)=O)[C@]4(CC[C@@H]3[C@]2(CC1)C)C (6-(pregn-5-en-20-one-3β-yloxy)hexyl 1-thio-β-D-mannopyranoside), C(C)(=O)O (acetic acid). Solvent: C(C)O (ethanol). The reactants are CC(C)(C)CO, CS(=O)(=O)c1ccc(-c2cnn(CC(F)(F)F)c(=O)c2Cl)cc1, [H-], [Na+], CN(C)C=O. Product: CC(C)(C)COc1c(-c2ccc(S(C)(=O)=O)cc2)cnn(CC(F)(F)F)c1=O. As a reaction SMILES: [CH2:24]([C:25]([CH3:26])([CH3:27])[CH3:28])[OH:29].[F:1][C:2]([CH2:3][n:4]1[n:5][cH:6][c:7](-[c:12]2[cH:13][cH:14][c:15]([S:18](=[O:19])(=[O:20])[CH3:21])[cH:16][cH:17]2)[c:8]([Cl:11])[c:9]1=[O:10])([F:22])[F:23].[H-:31].[Na+:30].[O:32]=[CH:33][N:34]([CH3:35])[CH3:36]>>[F:1][C:2]([CH2:3][n:4]1[n:5][cH:6][c:7](-[c:12]2[cH:13][cH:14][c:15]([S:18](=[O:19])(=[O:20])[CH3:21])[cH:16][cH:17]2)[c:8]([O:29][CH2:24][C:25]([CH3:26])([CH3:27])[CH3:28])[c:9]1=[O:10])([F:22])[F:23]. The reactants are O=C(Br)CBr, COCCN, ClCCl. Product: COCCNC(=O)CBr. As a reaction SMILES: [Br:6][CH2:7][C:8](=[O:9])[Br:10].[CH3:1][O:2][CH2:3][CH2:4][NH2:5].[Cl:11][CH2:12][Cl:13]>>[CH3:1][O:2][CH2:3][CH2:4][NH:5][C:8]([CH2:7][Br:6])=[O:9].